The task is: describe an organic reaction: reactants, conditions, products, and yield. This data is from the Open Reaction Database (ORD), a public repository of structured organic reaction records. Reactants: CCOCC.CO (Et2O MeOH), CCOC(=O)C (EtOAc), CNC (dimethylamine), BrCC1=CC(=NO1)C(=O)C1=CC=C(C=C1)F ((5-bromomethylisoxazol-3-yl)-4-fluorophenylmethanone). The solvent is CCOCC (Et2O). Conditions: time 2 day. The product is C(\C=C/C(=O)O)(=O)O.CN(C)CC1=CC(=NO1)C(=O)C1=CC=C(C=C1)F ((5-Dimethylaminomethylisoxazol-3-yl)-4-fluorophenylmethanone maleate). RXN SMILES: CC[O:3][CH2:4][CH3:5].CO.[CH3:8][NH:9][CH3:10].Br[CH2:12][C:13]1[O:17][N:16]=[C:15]([C:18]([C:20]2[CH:25]=[CH:24][C:23]([F:26])=[CH:22][CH:21]=2)=[O:19])[CH:14]=1.CC[O:29][C:30]([CH3:32])=[O:31]>CCOCC>[C:4]([OH:3])(=[O:17])/[CH:5]=[CH:32]\[C:30]([OH:29])=[O:31].[CH3:8][N:9]([CH2:12][C:13]1[O:17][N:16]=[C:15]([C:18]([C:20]2[CH:25]=[CH:24][C:23]([F:26])=[CH:22][CH:21]=2)=[O:19])[CH:14]=1)[CH3:10] |f:0.1,6.7|. Procedure details: A 50% Et2O/MeOH mixture (250 ml) was saturated with dimethylamine gas and cooled in an ice-bath. To this was added a solution of 4.5 g of (5-bromomethylisoxazol-3-yl)-4-fluorophenylmethanone in 25 ml of Et2O. The resulting solution was allowed to warm to room temperature and stirred for two days. The methanol was evaporated in vacuo to give an residue, which was dissolved in 500 ml of EtOAc. The solution was washed with water until neutral and with saturated NaCl, dried over Na2SO4, and evaporat...